Dataset: the Open Reaction Database (ORD), a public repository of structured organic reaction records. Task: describe an organic reaction: reactants, conditions, products, and yield Starting materials: COC1=CC=C(CN2N=CC=3C2=NC=NC3C=3C(=NC=CC3)NC=3C(=CC=C2C(=NC=NC32)NC3=CC=C(C#N)C=C3)C)C=C1 (4-(8-(3-(1-(4-methoxybenzyl)-1H-pyrazolo[3,4-d]pyrimidin-4-yl)pyridin-2-ylamino)-7-methylquinazolin-4-ylamino)benzonitrile). The solvent is C(=O)(C(F)(F)F)O (TFA). Reaction conditions: temperature 65 celsius. Yields the product N1N=CC=2C1=NC=NC2C=2C(=NC=CC2)NC=2C(=CC=C1C(=NC=NC21)NC2=CC=C(C#N)C=C2)C (4-(8-(3-(1H-pyrazolo[3,4-d]pyrimidin-4-yl)pyridin-2-ylamino)-7-methylquinazolin-4-ylamino)benzonitrile). RXN SMILES: COC1C=CC(C[N:8]2[C:12]3=[N:13][CH:14]=[N:15][C:16]([C:17]4[C:18]([NH:23][C:24]5[C:25]([CH3:43])=[CH:26][CH:27]=[C:28]6[C:33]=5[N:32]=[CH:31][N:30]=[C:29]6[NH:34][C:35]5[CH:42]=[CH:41][C:38]([C:39]#[N:40])=[CH:37][CH:36]=5)=[N:19][CH:20]=[CH:21][CH:22]=4)=[C:11]3[CH:10]=[N:9]2)=CC=1>C(O)(C(F)(F)F)=O>[NH:8]1[C:12]2=[N:13][CH:14]=[N:15][C:16]([C:17]3[C:18]([NH:23][C:24]4[C:25]([CH3:43])=[CH:26][CH:27]=[C:28]5[C:33]=4[N:32]=[CH:31][N:30]=[C:29]5[NH:34][C:35]4[CH:42]=[CH:41][C:38]([C:39]#[N:40])=[CH:37][CH:36]=4)=[N:19][CH:20]=[CH:21][CH:22]=3)=[C:11]2[CH:10]=[N:9]1. Procedure details: A mixture of 4-(8-(3-(1-(4-methoxybenzyl)-1H-pyrazolo[3,4-d]pyrimidin-4-yl)pyridin-2-ylamino)-7-methylquinazolin-4-ylamino)benzonitrile (120 mg, 203 μmol) in TFA (3 ml) was heated at 65° C. for 3 hr. TFA was removed under vacuum. MeOH (2N, NH3) (20 ml) was added and then solvent was removed under vacuum. The product was purified by flash chromatography eluting with MeOH/DCM (1-5%) to give 4-(8-(3-(1H-pyrazolo[3,4-d]pyrimidin-4-yl)pyridin-2-ylamino)-7-methylquinazolin-4-ylamino)benzonitrile. MS (... Reactants: Clc1ncccc1Br, O=C([O-])[O-], Cn1c(Nc2ccc(O)cc2)nc2ccccc21, CS(C)=O, [Cs+], [Cs+], O. The product is Cn1c(Nc2ccc(Oc3ncccc3Br)cc2)nc2ccccc21. RXN SMILES: [Br:19][c:20]1[c:21]([Cl:26])[n:22][cH:23][cH:24][cH:25]1.[C:27](=[O:28])([O-:29])[O-:30].[CH3:1][n:2]1[c:3]([NH:11][c:12]2[cH:13][cH:14][c:15]([OH:18])[cH:16][cH:17]2)[n:4][c:5]2[c:6]1[cH:7][cH:8][cH:9][cH:10]2.[CH3:33][S:34]([CH3:35])=[O:36].[Cs+:31].[Cs+:32].[OH2:37]>>[CH3:1][n:2]1[c:3]([NH:11][c:12]2[cH:13][cH:14][c:15]([O:18][c:21]3[c:20]([Br:19])[cH:25][cH:24][cH:23][n:22]3)[cH:16][cH:17]2)[n:4][c:5]2[c:6]1[cH:7][cH:8][cH:9][cH:10]2. Starting materials: C(=O)(O)C[C@H](C(=O)OCC1=CC=CC=C1)CC(C)C (Benzyl (2R)-2-carboxymethyl-4-methylvalerate), N1CCCCCCC1 (octahydroazocin), WSCD·HCl. Solvent: C(Cl)Cl (methylene chloride). The product is N1(CCCCCCC1)C(=O)C[C@H](C(=O)OCC1=CC=CC=C1)CC(C)C (benzyl (2R)-2-(octahydroazocin-1-ylcarbonylmethyl)-4-methylvalerate). The yield is 86.8%. RXN SMILES: [C:1]([CH2:4][C@@H:5]([CH2:16][CH:17]([CH3:19])[CH3:18])[C:6]([O:8][CH2:9][C:10]1[CH:15]=[CH:14][CH:13]=[CH:12][CH:11]=1)=[O:7])([OH:3])=O.[NH:20]1[CH2:27][CH2:26][CH2:25][CH2:24][CH2:23][CH2:22][CH2:21]1>C(Cl)Cl>[N:20]1([C:1]([CH2:4][C@@H:5]([CH2:16][CH:17]([CH3:19])[CH3:18])[C:6]([O:8][CH2:9][C:10]2[CH:15]=[CH:14][CH:13]=[CH:12][CH:11]=2)=[O:7])=[O:3])[CH2:27][CH2:26][CH2:25][CH2:24][CH2:23][CH2:22][CH2:21]1. Procedure: Benzyl (2R)-2-carboxymethyl-4-methylvalerate (320 mg), octahydroazocin (165 mg) and WSCD·HCl (280 mg) were reacted in methylene chloride (20 ml) in a similar manner to that of Preparation 18 to give benzyl (2R)-2-(octahydroazocin-1-ylcarbonylmethyl)-4-methylvalerate (378 mg). Starting materials: ClC1=C(C=C(C=C1)B1OC(C(O1)(C)C)(C)C)S(=O)(=O)NC1CCC(CC1)O (2-Chloro-N-(4-hydroxy-cyclohexyl)-5-(4,4,5,5-tetramethyl-[1,3,2]dioxaborolan-2-yl)-benzenesulfonamide), C(Cl)Cl (DCM), BrC=1C(=NC(=NC1)N)C (5-Bromo-4-methyl-pyrimidin-2-ylamine), BrC=1C(=NC(=NC1)N)C (5-Bromo-4-methyl-pyrimidin-2-ylamine). Reagents/catalysts: C1=CC=C(C=C1)P([C-]2C=CC=C2)C3=CC=CC=C3.C1=CC=C(C=C1)P([C-]2C=CC=C2)C3=CC=CC=C3.Cl[Pd]Cl.[Fe+2] (PdCl2(dppf)). The product is NC1=NC=C(C(=N1)C)C=1C=CC(=C(C1)S(=O)(=O)NC1CCC(CC1)O)Cl (5-(2-Amino-4-methyl-pyrimidin-5-yl)-2-chloro-N-(4-hydroxy-cyclohexyl)-Benzenesulfonamide). As a reaction SMILES: [Cl:1][C:2]1[CH:7]=[CH:6][C:5](B2OC(C)(C)C(C)(C)O2)=[CH:4][C:3]=1[S:17]([NH:20][CH:21]1[CH2:26][CH2:25][CH:24]([OH:27])[CH2:23][CH2:22]1)(=[O:19])=[O:18].Br[C:29]1[C:30]([CH3:36])=[N:31][C:32]([NH2:35])=[N:33][CH:34]=1.C(Cl)Cl>C1C=CC(P(C2C=CC=CC=2)[C-]2C=CC=C2)=CC=1.C1C=CC(P(C2C=CC=CC=2)[C-]2C=CC=C2)=CC=1.Cl[Pd]Cl.[Fe+2]>[NH2:35][C:32]1[N:31]=[C:30]([CH3:36])[C:29]([C:5]2[CH:6]=[CH:7][C:2]([Cl:1])=[C:3]([S:17]([NH:20][CH:21]3[CH2:22][CH2:23][CH:24]([OH:27])[CH2:25][CH2:26]3)(=[O:18])=[O:19])[CH:4]=2)=[CH:34][N:33]=1 |f:3.4.5.6|. Procedure details: The crude 2-chloro-N-(4-hydroxy-cyclohexyl)-5-(4,4,5,5-tetramethyl-[1,3,2]dioxaborolan-2-yl)-benzenesulfonamide from step 2 (1.48 g), 5-Bromo-4 methyl-pyrimidin-2-ylamine (intermediate C) (0.669 g, 3.36 mmol) and PdCl2(dppf).DCM (0.436 g, 0.53 mmol) are placed in a microwave vial containing degassed DME (10 ml) and 2M Na2CO3 (2 ml). The resulting mixture is heated using microwave radiation at 100° C. for 15 minutes. After evaporation of the solvent, the reaction mixture is purified by flash chro... Reactants: O (H2O), [OH-].[Na+] (NaOH), O (H2O), C(C1=CC=CC=C1)O[C@@H]([C@H](NC(C1=CC=CC=C1)(C1=CC=CC=C1)C1=CC=CC=C1)C(=O)OC)C (Methyl O-benzyl-N-trityl-L-threoninate), [H-].[Al+3].[Li+].[H-].[H-].[H-] (Lithium aluminum hydride). Solvent: CCOCC (Et2O). Run at temperature 0 celsius, time 2 hour. Product: ethyl acetate hexanes, C(C1=CC=CC=C1)O[C@@H]([C@@H](CO)NC(C1=CC=CC=C1)(C1=CC=CC=C1)C1=CC=CC=C1)C ((2R,3R)-3-(benzyloxy)-2-(tritylamino)butan-1-ol). Isolated yield 100.1%. Reaction SMILES: [CH2:1]([O:8][C@H:9]([CH3:35])[C@@H:10]([C:31](OC)=[O:32])[NH:11][C:12]([C:25]1[CH:30]=[CH:29][CH:28]=[CH:27][CH:26]=1)([C:19]1[CH:24]=[CH:23][CH:22]=[CH:21][CH:20]=1)[C:13]1[CH:18]=[CH:17][CH:16]=[CH:15][CH:14]=1)[C:2]1[CH:7]=[CH:6][CH:5]=[CH:4][CH:3]=1.[H-].[Al+3].[Li+].[H-].[H-].[H-].O.[OH-].[Na+]>CCOCC>[CH2:1]([O:8][C@H:9]([CH3:35])[C@H:10]([NH:11][C:12]([C:25]1[CH:30]=[CH:29][CH:28]=[CH:27][CH:26]=1)([C:19]1[CH:20]=[CH:21][CH:22]=[CH:23][CH:24]=1)[C:13]1[CH:14]=[CH:15][CH:16]=[CH:17][CH:18]=1)[CH2:31][OH:32])[C:2]1[CH:3]=[CH:4][CH:5]=[CH:6][CH:7]=1 |f:1.2.3.4.5.6,8.9|. Procedure details: Methyl O-benzyl-N-trityl-L-threoninate (4.61 g, 9.91 mmol) was dissolved in 100 mL of anhydrous Et2O and the solution was cooled to 0° C. under N2. Lithium aluminum hydride (2.28 g, 60 mmol) was added and the mixture was stirred for 2 hours. The reaction mixture was then sequentially treated with 2.28 mL of H2O, 2.28 mL of 15% NaOH solution and 6.84 mL of H2O. After stirring for 30 minutes, the reaction mixture was filtered to remove the white solid. The solid was washed with several portions of... Starting materials: CC(=O)O[BH-](OC(C)=O)OC(C)=O, CC(=O)O, CCOC(C)=O, CCCC=O, CC1(C)C=C(c2cc([N+](=O)[O-])ccc2N2CCNCC2)CC(C)(C)C1, [Na+], C1CCOC1, O. Product: CCCCN1CCN(c2ccc([N+](=O)[O-])cc2C2=CC(C)(C)CC(C)(C)C2)CC1. Reaction SMILES: [C:31]([O:32][BH-:33]([O:34][C:35](=[O:36])[CH3:37])[O:38][C:39](=[O:40])[CH3:41])(=[O:42])[CH3:43].[CH3:45][C:46](=[O:47])[OH:48].[CH3:54][CH2:55][O:56][C:57](=[O:58])[CH3:59].[CH:26]([CH2:27][CH2:28][CH3:29])=[O:30].[N+:1](=[O:2])([O-:3])[c:4]1[cH:5][c:6]([C:16]2=[CH:17][C:18]([CH3:24])([CH3:25])[CH2:19][C:20]([CH3:22])([CH3:23])[CH2:21]2)[c:7]([N:10]2[CH2:11][CH2:12][NH:13][CH2:14][CH2:15]2)[cH:8][cH:9]1.[Na+:44].[O:49]1[CH2:50][CH2:51][CH2:52][CH2:53]1.[OH2:60]>>[N+:1](=[O:2])([O-:3])[c:4]1[cH:5][c:6]([C:16]2=[CH:17][C:18]([CH3:24])([CH3:25])[CH2:19][C:20]([CH3:22])([CH3:23])[CH2:21]2)[c:7]([N:10]2[CH2:11][CH2:12][N:13]([CH2:26][CH2:27][CH2:28][CH3:29])[CH2:14][CH2:15]2)[cH:8][cH:9]1. The reactants are [Li]CCCC, C1CCOC1, CC(C)(CC1=Cc2ccccc2C1)c1ccccc1, C[SiH](C)NC(C)(C)C, [Cl-]. The product is CC(C)(C)N[Si](C)(C)C1C(CC(C)(C)c2ccccc2)=Cc2ccccc21. Reaction SMILES: [CH2:20]([Li:21])[CH2:22][CH2:23][CH3:24].[CH2:34]1[O:35][CH2:36][CH2:37][CH2:38]1.[CH3:1][C:2]([CH2:3][C:4]1=[CH:12][c:11]2[c:6]([cH:7][cH:8][cH:9][cH:10]2)[CH2:5]1)([CH3:13])[c:14]1[cH:15][cH:16][cH:17][cH:18][cH:19]1.[CH3:26][C:27]([CH3:28])([CH3:29])[NH:30][SiH:31]([CH3:32])[CH3:33].[Cl-:25]>>[CH3:1][C:2]([CH2:3][C:4]1=[CH:5][c:6]2[cH:7][cH:8][cH:9][cH:10][c:11]2[CH:12]1[Si:31]([NH:30][C:27]([CH3:26])([CH3:28])[CH3:29])([CH3:32])[CH3:33])([CH3:13])[c:14]1[cH:15][cH:16][cH:17][cH:18][cH:19]1.